From a dataset of the Open Reaction Database (ORD), a public repository of structured organic reaction records. describe an organic reaction: reactants, conditions, products, and yield Procedure details: A mixture of 3-(4-piperidin-1-ylmethyl-phenyl)-9H-dipyrido[2,3-b;4′,3′-d]pyrrol-6-amine (101.1 mg, 0.283 mmol), paraformaldehyde (9.65 μL, 0.283 mmol), glyoxal (13.0 μL, 0.283 mmol) and 0.17M aqueous ammonium chloride (5.0 mL) in 1,4-dioxane (8.4 mL) and water (8.4 mL) was heated at 100° C. for 18 h. The cooled reaction mixture was treated with saturated sodium bicarbonate and diluted with 20% MeOH in DCM and water. The layers were separated, the aqueous phase extracted into 20% MeOH in DCM, and... Run in C(Cl)Cl (DCM), O (water), O1CCOCC1 (1,4-dioxane), O (water). Conditions: temperature 100 celsius. Yield: 17.0%. Yields the product N1(CCCCC1)CC1=CC=C(C=C1)C1=CC2=C(NC3=C2C=C(N=C3)N3C=NC=C3)N=C1 (3-(4-Piperidin-1-ylmethyl-phenyl)-6-(1H-imidazol-1-yl)-9H-dipyrido[2,3-b;4′,3′-d]pyrrole). Starting materials: C([O-])(O)=O.[Na+] (sodium bicarbonate), CO (MeOH), N1(CCCCC1)CC1=CC=C(C=C1)C1=CC2=C(NC3=C2C=C(N=C3)N)N=C1 (3-(4-piperidin-1-ylmethyl-phenyl)-9H-dipyrido[2,3-b;4′,3′-d]pyrrol-6-amine), C=O (paraformaldehyde), C(=O)C=O (glyoxal), [Cl-].[NH4+] (ammonium chloride). As a reaction SMILES: [N:1]1([CH2:7][C:8]2[CH:13]=[CH:12][C:11]([C:14]3[CH:27]=[N:26][C:17]4[NH:18][C:19]5[CH:24]=[N:23][C:22]([NH2:25])=[CH:21][C:20]=5[C:16]=4[CH:15]=3)=[CH:10][CH:9]=2)[CH2:6][CH2:5][CH2:4][CH2:3][CH2:2]1.C=O.[CH:30]([CH:32]=O)=O.[Cl-].[NH4+:35].C(=O)(O)[O-].[Na+].[CH3:41]O>O1CCOCC1.O.C(Cl)Cl>[N:1]1([CH2:7][C:8]2[CH:13]=[CH:12][C:11]([C:14]3[CH:27]=[N:26][C:17]4[NH:18][C:19]5[CH:24]=[N:23][C:22]([N:25]6[CH:32]=[CH:30][N:35]=[CH:41]6)=[CH:21][C:20]=5[C:16]=4[CH:15]=3)=[CH:10][CH:9]=2)[CH2:6][CH2:5][CH2:4][CH2:3][CH2:2]1 |f:3.4,5.6|. Reactants: C, COC(=O)c1c(-c2ccccc2)c2cc(Br)ccc2c(=O)n1Cc1ccc(S(C)(=O)=O)cc1, CO, [Pd]. Product: COC(=O)c1c(-c2ccccc2)c2ccccc2c(=O)n1Cc1ccc(S(C)(=O)=O)cc1. Reaction SMILES: [C:34].[CH3:1][O:2][C:3](=[O:4])[c:5]1[n:6]([CH2:23][c:24]2[cH:25][cH:26][c:27]([S:30](=[O:31])(=[O:32])[CH3:33])[cH:28][cH:29]2)[c:7](=[O:22])[c:8]2[cH:9][cH:10][c:11]([Br:21])[cH:12][c:13]2[c:14]1-[c:15]1[cH:16][cH:17][cH:18][cH:19][cH:20]1.[CH3:36][OH:37].[Pd:35]>>[CH3:1][O:2][C:3](=[O:4])[c:5]1[n:6]([CH2:23][c:24]2[cH:25][cH:26][c:27]([S:30](=[O:31])(=[O:32])[CH3:33])[cH:28][cH:29]2)[c:7](=[O:22])[c:8]2[cH:9][cH:10][cH:11][cH:12][c:13]2[c:14]1-[c:15]1[cH:16][cH:17][cH:18][cH:19][cH:20]1.